Dataset: the Open Reaction Database (ORD), a public repository of structured organic reaction records. Task: describe an organic reaction: reactants, conditions, products, and yield Reactants: OC1=CC=C(C=2C(C3=C(C=CC(=C3C(C12)=O)NCCNCC(C)O)NCCNCC(C)O)=O)O (1,4-dihydroxy-5,8-bis-[2-(2-hydroxypropylamino)ethylamino]anthraquinone), C(C(=O)OC)(=O)OC (dimethyl oxalate). The solvent is CS(=O)C (dimethyl sulfoxide). The product is CC1CN(C(C(O1)=O)=O)CCNC1=CC=C(C=2C(C3=C(C=CC(=C3C(C12)=O)O)O)=O)NCCNCC(C)O (1-[2-(6-Methyl-2,3-dioxomorpholino)ethylamino]-5,8-dihydroxy-4-[2-(2-hydroxypropylamino)ethylamino]anthraquinone). Reaction SMILES: [OH:1][C:2]1[C:15]2[C:14](=[O:16])[C:13]3[C:8](=[C:9]([NH:25][CH2:26][CH2:27][NH:28][CH2:29][CH:30]([OH:32])[CH3:31])[CH:10]=[CH:11][C:12]=3[NH:17][CH2:18][CH2:19][NH:20][CH2:21][CH:22]([OH:24])[CH3:23])[C:7](=[O:33])[C:6]=2[C:5]([OH:34])=[CH:4][CH:3]=1.[C:35](OC)(=[O:40])[C:36](OC)=[O:37]>CS(C)=O>[CH3:31][CH:30]1[O:32][C:36](=[O:37])[C:35](=[O:40])[N:28]([CH2:27][CH2:26][NH:25][C:9]2[C:8]3[C:7](=[O:33])[C:6]4[C:15](=[C:2]([OH:1])[CH:3]=[CH:4][C:5]=4[OH:34])[C:14](=[O:16])[C:13]=3[C:12]([NH:17][CH2:18][CH2:19][NH:20][CH2:21][CH:22]([OH:24])[CH3:23])=[CH:11][CH:10]=2)[CH2:29]1. Procedure details: A solution of 2.60 g of 1,4-dihydroxy-5,8-bis-[2-(2-hydroxypropylamino)ethylamino]anthraquinone (prepared in Example 3) and 0.650 g of dimethyl oxalate in 25.0 ml of dried dimethyl sulfoxide is processed as described in Example 2 to give the desired product as a blue-black solid. Starting materials: ClCSC1=CC=C(C=C1)N1N=NN=C1 (1-[p-(chloromethylthio)phenyl]-1H-tetrazole), O (water), OO (hydrogen peroxide), C(C)(=O)O (acetic acid). The product is ClCS(=O)(=O)C1=CC=C(C=C1)N1N=NN=C1 (1-[p-(chloromethylsulfonyl)phenyl]tetrazole). As a reaction SMILES: [Cl:1][CH2:2][S:3][C:4]1[CH:9]=[CH:8][C:7]([N:10]2[CH:14]=[N:13][N:12]=[N:11]2)=[CH:6][CH:5]=1.OO.C(O)(=[O:19])C.[OH2:21]>>[Cl:1][CH2:2][S:3]([C:4]1[CH:9]=[CH:8][C:7]([N:10]2[CH:14]=[N:13][N:12]=[N:11]2)=[CH:6][CH:5]=1)(=[O:19])=[O:21]. Procedure: A solution of 226 mg. of 1-[p-(chloromethylthio)phenyl]-1H-tetrazole and 0.35 ml. of 30% hydrogen peroxide in 2 ml. of glacial acetic acid was refluxed 15 minutes, cooled, and diluted with water. Crystals filtered off and recrystallized from ethanol gave m.p. 168°-171.5° C.